The task is: describe an organic reaction: reactants, conditions, products, and yield. This data is from the Open Reaction Database (ORD), a public repository of structured organic reaction records. Reactants: C=CCn1c(=O)c2cnc(Nc3ccc(N4CCN(CC(=O)N(C)C)CC4)cc3)nc2n1-c1cccc(C(C)(C)O)n1, COCCN(CCOC)S(F)(F)F, ClC(Cl)Cl, [Na+], O=C([O-])O. Product: C=CCn1c(=O)c2cnc(Nc3ccc(N4CCN(CC(=O)N(C)C)CC4)cc3)nc2n1-c1cccc(C(C)(C)F)n1. Reaction SMILES: [CH2:1]([CH:2]=[CH2:3])[n:4]1[n:5](-[c:33]2[n:34][c:35]([C:39]([CH3:40])([CH3:41])[OH:42])[cH:36][cH:37][cH:38]2)[c:6]2[n:7][c:8]([NH:14][c:15]3[cH:16][cH:17][c:18]([N:21]4[CH2:22][CH2:23][N:24]([CH2:27][C:28](=[O:29])[N:30]([CH3:31])[CH3:32])[CH2:25][CH2:26]4)[cH:19][cH:20]3)[n:9][cH:10][c:11]2[c:12]1=[O:13].[CH3:43][O:44][CH2:45][CH2:46][N:47]([S:48]([F:49])([F:50])[F:53])[CH2:51][CH2:52][O:54][CH3:55].[CH:61]([Cl:62])([Cl:63])[Cl:64].[Na+:56].[OH:57][C:58](=[O:59])[O-:60]>>[CH2:1]([CH:2]=[CH2:3])[n:4]1[n:5](-[c:33]2[n:34][c:35]([C:39]([CH3:40])([CH3:41])[F:53])[cH:36][cH:37][cH:38]2)[c:6]2[n:7][c:8]([NH:14][c:15]3[cH:16][cH:17][c:18]([N:21]4[CH2:22][CH2:23][N:24]([CH2:27][C:28](=[O:29])[N:30]([CH3:31])[CH3:32])[CH2:25][CH2:26]4)[cH:19][cH:20]3)[n:9][cH:10][c:11]2[c:12]1=[O:13]. Product: O=C(NCCCn1cncn1)Nc1ccc(Cl)cc1. RXN SMILES: [CH3:25][c:26]1[cH:27][cH:28][cH:29][cH:30][cH:31]1.[Cl:15][c:16]1[cH:17][cH:18][c:19]([N:22]=[C:23]=[O:24])[cH:20][cH:21]1.[O:10]1[CH2:11][CH2:12][CH2:13][CH2:14]1.[n:1]1([CH2:6][CH2:7][CH2:8][NH2:9])[n:2][cH:3][n:4][cH:5]1>>[n:1]1([CH2:6][CH2:7][CH2:8][NH:9][C:23]([NH:22][c:19]2[cH:18][cH:17][c:16]([Cl:15])[cH:21][cH:20]2)=[O:24])[n:2][cH:3][n:4][cH:5]1. Starting materials: Cc1ccccc1, O=C=Nc1ccc(Cl)cc1, C1CCOC1, NCCCn1cncn1. Starting materials: IC1=C(C(C(=O)OC)=CC(=C1NC(C)=O)Cl)O (methyl 3-iodo-4-acetamido-5-chlorosalicylate), PdCl2 (PPh3)2, C[Si](C)(C)C#C (trimethylsilylacetylene). The reagents and catalysts are [Cu]I (CuI). The solvent is CCN(CC)CC (Et3N), O1CCOCC1 (dioxane). Conditions: temperature 40 celsius, time 1.5 hour. Product: C[Si](C)(C)C#CC1=C(C(C(=O)OC)=CC(=C1NC(C)=O)Cl)O (methyl 3-trimethylsilylethynyl-4-acetamido-5-chloro-salic ylate). Reaction SMILES: I[C:2]1[C:11]([NH:12][C:13](=[O:15])[CH3:14])=[C:10]([Cl:16])[CH:9]=[C:4]([C:5]([O:7][CH3:8])=[O:6])[C:3]=1[OH:17].[CH3:18][Si:19]([C:22]#[CH:23])([CH3:21])[CH3:20]>CCN(CC)CC.O1CCOCC1.[Cu]I>[CH3:18][Si:19]([C:22]#[C:23][C:2]1[C:11]([NH:12][C:13](=[O:15])[CH3:14])=[C:10]([Cl:16])[CH:9]=[C:4]([C:5]([O:7][CH3:8])=[O:6])[C:3]=1[OH:17])([CH3:21])[CH3:20]. Reported procedure: To a solution of methyl 3-iodo-4-acetamido-5-chlorosalicylate (2 g) in distilled Et3N (60 ml) and dioxane (40 ml), trimethylsilylacetylene (1 ml), CuI (23 mg), and PdCl2 (PPh3)2 (152 mg) were added. The reaction mixture was stirred at 40° C. for 1.5 hours, after which time the solvents were removed in vacuo. A sample of the residue was purified by column chromatography for analytical purposes eluting with diethyl ether/hexane mixtures to yield the intermediate methyl 3-trimethylsilylethynyl-4-ac... Reactants: CN1C(CCC2(C3=C(CCC12)C=C(C=C3)C(=O)O)C)=O (4,10b-dimethyl-8-carboxy-1,2,3,4,4a,5,6,10b-octahydrobenzo[f]quinolin-3-one), C(=O)(N1C=NC=C1)N1C=NC=C1 (1,1'-carbonyldiimidazole), C(C1=CC=CC=C1)(C1=CC=CC=C1)O (benzhydrol). Solvent: CN(C=O)C (dimethylformamide). Reaction conditions: time 1 hour. The product is CN1C(CC[C@@]2(C3=C(CC[C@@H]12)C=C(C=C3)C(=O)OC(C3=CC=CC=C3)C3=CC=CC=C3)C)=O ((4aR)-(10bR)-4,10b-dimethyl-8-diphenylmethoxycarbonyl-1,2,3,4,4a, 5,6,10b-octahydrobenzo[f]quinolin-3-one). The yield is 87.7%. RXN SMILES: [CH3:1][N:2]1[CH:11]2[C:6]([CH3:19])([C:7]3[CH:15]=[CH:14][C:13]([C:16]([OH:18])=[O:17])=[CH:12][C:8]=3[CH2:9][CH2:10]2)[CH2:5][CH2:4][C:3]1=[O:20].C(N1C=CN=C1)(N1C=CN=C1)=O.[CH:33](O)([C:40]1[CH:45]=[CH:44][CH:43]=[CH:42][CH:41]=1)[C:34]1[CH:39]=[CH:38][CH:37]=[CH:36][CH:35]=1>CN(C)C=O>[CH3:1][N:2]1[C@H:11]2[C@@:6]([CH3:19])([C:7]3[CH:15]=[CH:14][C:13]([C:16]([O:18][CH:33]([C:34]4[CH:39]=[CH:38][CH:37]=[CH:36][CH:35]=4)[C:40]4[CH:45]=[CH:44][CH:43]=[CH:42][CH:41]=4)=[O:17])=[CH:12][C:8]=3[CH2:9][CH2:10]2)[CH2:5][CH2:4][C:3]1=[O:20]. Procedure details: Under an atmosphere of nitrogen, 100 mg of 4,10b-dimethyl-8-carboxy-1,2,3,4,4a,5,6,10b-octahydrobenzo[f]quinolin-3-one and 66 mg of 1,1'-carbonyldiimidazole were dissolved in 5 mL of anhydrous dimethylformamide and stirred for 1 h. Then 74 mg of benzhydrol was added, and the reaction was stirred for 18 hours, still at ambient temperature. The volatiles were then removed under high vacuum, and the residue was dissolved in 50 mL of dichloromethane and washed with 40 mL of 1N hydrochloric acid, wit... Starting materials: O (water), BrC1=CC=C(N(CC2=CC=CC=C2)CC2=CC=CC=C2)C=C1 (4-bromo-N,N-dibenzylaniline), CN(C=O)C (dimethylformamide), CCCCCC.C(CCC)[Li] (n-butyl lithium hexane). Run in O1CCCC1 (tetrahydrofuran). Conditions: temperature -78 celsius, time 5 minute. Product: C(C1=CC=CC=C1)N(C1=CC=C(C=O)C=C1)CC1=CC=CC=C1 (4-(dibenzylamino)benzaldehyde). The yield is 52.7%. RXN SMILES: Br[C:2]1[CH:22]=[CH:21][C:5]([N:6]([CH2:14][C:15]2[CH:20]=[CH:19][CH:18]=[CH:17][CH:16]=2)[CH2:7][C:8]2[CH:13]=[CH:12][CH:11]=[CH:10][CH:9]=2)=[CH:4][CH:3]=1.CCCCCC.C([Li])CCC.CN(C)[CH:36]=[O:37].O>O1CCCC1>[CH2:7]([N:6]([CH2:14][C:15]1[CH:20]=[CH:19][CH:18]=[CH:17][CH:16]=1)[C:5]1[CH:21]=[CH:22][C:2]([CH:36]=[O:37])=[CH:3][CH:4]=1)[C:8]1[CH:13]=[CH:12][CH:11]=[CH:10][CH:9]=1 |f:1.2|. Procedure: In an argon atmosphere, the obtained 4-bromo-N,N-dibenzylaniline (425 mg, 1.21 mmol) was dissolved in tetrahydrofuran (5 mL) and cooled to −78° C. A 1.6 M n-butyl lithium hexane solution (1.1 mL, 1.8 mmol) was added thereto, and, 5 minutes thereafter, dimethylformamide (0.186 mL, 2.4 mmol) was further added thereto, followed by stirring for 5 minutes. To the reaction solution was added water, and the mixture was extracted with ethyl acetate. The organic layer was washed with a saturated brine, a... The reactants are CC(C)(C)OC(=O)N1CCCC1c1ncc(-c2ccc(B3OC(C)(C)C(C)(C)O3)cc2)[nH]1, CC(C)(C)OC(=O)n1nc(N)c2ccc(Br)cc21, [Na+], O=C([O-])O, c1ccc(P(c2ccccc2)(c2ccccc2)[Pd](P(c2ccccc2)(c2ccccc2)c2ccccc2)(P(c2ccccc2)(c2ccccc2)c2ccccc2)P(c2ccccc2)(c2ccccc2)c2ccccc2)cc1. Yields the product CC(C)(C)OC(=O)N1CCCC1c1ncc(-c2ccc(-c3ccc4c(N)nn(C(=O)OC(C)(C)C)c4c3)cc2)[nH]1. Reaction SMILES: [CH3:19][C:20]1([CH3:21])[C:22]([CH3:23])([CH3:24])[O:25][B:26]([c:27]2[cH:28][cH:29][c:30](-[c:33]3[cH:34][n:35][c:36]([CH:38]4[N:39]([C:43](=[O:44])[O:45][C:46]([CH3:47])([CH3:48])[CH3:49])[CH2:40][CH2:41][CH2:42]4)[nH:37]3)[cH:31][cH:32]2)[O:50]1.[NH2:1][c:2]1[n:3][n:4]([C:12](=[O:13])[O:14][C:15]([CH3:16])([CH3:17])[CH3:18])[c:5]2[cH:6][c:7]([Br:11])[cH:8][cH:9][c:10]12.[Na+:55].[O-:51][C:52]([OH:53])=[O:54].[cH:56]1[cH:57][cH:58][c:59]([P:60]([Pd:61]([P:62]([c:63]2[cH:64][cH:65][cH:66][cH:67][cH:68]2)([c:69]2[cH:70][cH:71][cH:72][cH:73][cH:74]2)[c:75]2[cH:76][cH:77][cH:78][cH:79][cH:80]2)([P:81]([c:82]2[cH:83][cH:84][cH:85][cH:86][cH:87]2)([c:88]2[cH:89][cH:90][cH:91][cH:92][cH:93]2)[c:94]2[cH:95][cH:96][cH:97][cH:98][cH:99]2)[P:100]([c:101]2[cH:102][cH:103][cH:104][cH:105][cH:106]2)([c:107]2[cH:108][cH:109][cH:110][cH:111][cH:112]2)[c:113]2[cH:114][cH:115][cH:116][cH:117][cH:118]2)([c:119]2[cH:120][cH:121][cH:122][cH:123][cH:124]2)[c:125]2[cH:126][cH:127][cH:128][cH:129][cH:130]2)[cH:131][cH:132]1>>[NH2:1][c:2]1[n:3][n:4]([C:12](=[O:13])[O:14][C:15]([CH3:16])([CH3:17])[CH3:18])[c:5]2[cH:6][c:7](-[c:27]3[cH:28][cH:29][c:30](-[c:33]4[cH:34][n:35][c:36]([CH:38]5[N:39]([C:43](=[O:44])[O:45][C:46]([CH3:47])([CH3:48])[CH3:49])[CH2:40][CH2:41][CH2:42]5)[nH:37]4)[cH:31][cH:32]3)[cH:8][cH:9][c:10]12.